Dataset: the Open Reaction Database (ORD), a public repository of structured organic reaction records. Task: describe an organic reaction: reactants, conditions, products, and yield Reactants: CCOC(=O)CC(OCC)c1ccc(O)cc1, CC(O)c1cccc(Cl)c1, CCOC(=O)N=NC(=O)OCC, C1CCOC1, c1ccc(P(c2ccccc2)c2ccccc2)cc1, Cc1ccccc1. Product: CCOC(=O)CC(OCC)c1ccc(OC(C)c2cccc(Cl)c2)cc1. RXN SMILES: [CH2:1]([CH3:2])[O:3][CH:4]([CH2:5][C:6](=[O:7])[O:8][CH2:9][CH3:10])[c:11]1[cH:12][cH:13][c:14]([OH:17])[cH:15][cH:16]1.[Cl:18][c:19]1[cH:20][c:21]([CH:25]([CH3:26])[OH:27])[cH:22][cH:23][cH:24]1.[N:54]([C:55]([O:56][CH2:57][CH3:58])=[O:59])=[N:60][C:61]([O:62][CH2:63][CH3:64])=[O:65].[O:66]1[CH2:67][CH2:68][CH2:69][CH2:70]1.[c:28]1([P:29]([c:30]2[cH:31][cH:32][cH:33][cH:34][cH:35]2)[c:36]2[cH:37][cH:38][cH:39][cH:40][cH:41]2)[cH:42][cH:43][cH:44][cH:45][cH:46]1.[c:47]1([CH3:48])[cH:49][cH:50][cH:51][cH:52][cH:53]1>>[CH2:1]([CH3:2])[O:3][CH:4]([CH2:5][C:6](=[O:7])[O:8][CH2:9][CH3:10])[c:11]1[cH:12][cH:13][c:14]([O:17][CH:25]([c:21]2[cH:20][c:19]([Cl:18])[cH:24][cH:23][cH:22]2)[CH3:26])[cH:15][cH:16]1. Reactants: FC1=CC=C([C@H](C)N)C=C1 (4-fluoro-α-(S)-methylbenzylamine), C(C)(C)(C)OC(=O)C1=C(C=CC=C1)C1=CC=C(C=C1)CN1C(=C(C2=CC(=CC=C12)C(=O)O)C)C (1-((2′-(tert-butoxycarbonyl)biphenyl-4-yl)methyl)-2,3-dimethyl-1H-indole-5-carboxylic acid). Yields the product FC1=CC=C(C=C1)[C@H](C)NC(=O)C=1C=C2C(=C(N(C2=CC1)CC1=CC=C(C=C1)C=1C(=CC=CC1)C(=O)O)C)C ((S)-4′-((5-(1-(4-fluorophenyl)ethylcarbamoyl)-2,3-dimethyl-1H-indol-1-yl)methyl)biphenyl-2-carboxylic acid). RXN SMILES: [F:1][C:2]1[CH:10]=[CH:9][C:5]([C@@H:6]([NH2:8])[CH3:7])=[CH:4][CH:3]=1.C([O:15][C:16]([C:18]1[CH:23]=[CH:22][CH:21]=[CH:20][C:19]=1[C:24]1[CH:29]=[CH:28][C:27]([CH2:30][N:31]2[C:39]3[C:34](=[CH:35][C:36]([C:40](O)=[O:41])=[CH:37][CH:38]=3)[C:33]([CH3:43])=[C:32]2[CH3:44])=[CH:26][CH:25]=1)=[O:17])(C)(C)C>>[F:1][C:2]1[CH:10]=[CH:9][C:5]([C@@H:6]([NH:8][C:40]([C:36]2[CH:35]=[C:34]3[C:39](=[CH:38][CH:37]=2)[N:31]([CH2:30][C:27]2[CH:26]=[CH:25][C:24]([C:19]4[C:18]([C:16]([OH:17])=[O:15])=[CH:23][CH:22]=[CH:21][CH:20]=4)=[CH:29][CH:28]=2)[C:32]([CH3:44])=[C:33]3[CH3:43])=[O:41])[CH3:7])=[CH:4][CH:3]=1. Reported procedure: The title compound was prepared following the same general protocol as described in Steps 8-9, Example 1, using 4-fluoro-α-(S)-methylbenzylamine and 1-((2′-(tert-butoxycarbonyl)biphenyl-4-yl)methyl)-2,3-dimethyl-1H-indole-5-carboxylic acid. LC-MS 521 (M+H).